From a dataset of the Open Reaction Database (ORD), a public repository of structured organic reaction records. describe an organic reaction: reactants, conditions, products, and yield Starting materials: FC1=C2CC[C@@H](CC2=CC(=C1)F)N ((S)-5,7-difluoro-1,2,3,4-tetrahydronaphthalen-2-ylamine), COC(C=O)OC (dimethoxyacetaldehyde), [S-]C#N.[K+] (potassium thiocyanate). The reagents and catalysts are [Pd] (palladium on carbon). Run in C(C)O (ethanol), C(C)O (ethanol), Cl (hydrochloric acid). The product is FC1=C2CCC(CC2=CC(=C1)F)N1C(NC=C1)=S (1-(5,7-difluoro-1,2,3,4-tetrahydronaphthalen-2-yl)-1,3-dihydroimidazole-2-thione). Isolated yield 42.5%. As a reaction SMILES: [F:1][C:2]1[CH:11]=[C:10]([F:12])[CH:9]=[C:8]2[C:3]=1[CH2:4][CH2:5][C@H:6]([NH2:13])[CH2:7]2.CO[CH:16](OC)[CH:17]=O.[S-:21][C:22]#[N:23].[K+]>C(O)C.[Pd].Cl>[F:1][C:2]1[CH:11]=[C:10]([F:12])[CH:9]=[C:8]2[C:3]=1[CH2:4][CH2:5][CH:6]([N:13]1[CH:16]=[CH:17][NH:23][C:22]1=[S:21])[CH2:7]2 |f:2.3|. Reported procedure: A mixture of (S)-5,7-difluoro-1,2,3,4-tetrahydronaphthalen-2-ylamine (2.05 g, 11.2 mmol), prepared as in Example 8, and dimethoxyacetaldehyde (1.73 g, 13.1 mmol) in 50 mL of ethanol was hydrogenated over 10% palladium on carbon (500 mg) for 18 hours. The mixture was filtered and concentrated by evaporation. The residue was combined with potassium thiocyanate (1.57 g, 16.2 mmol) in 30 mL of 1N hydrochloric acid and 20 mL of ethanol and the mixture was heated at 70°-80° C. for 18 hours. The mixtur... Starting materials: CCOC(=O)C.CCCCCC (EtOAc hexane), C(C)C=1N=C2N(N=C(C=C2C)C)C1C(=O)OCC (ethyl (2-ethyl-6,8-dimethylimidazo[1,2-b]pyridazin-3-yl)carboxylate), solution, [H-].[Al+3].[Li+].[H-].[H-].[H-] (lithium aluminum hydride). Run in C1CCOC1 (THF), C1CCOC1 (THF). Product: C(C)C=1N=C2N(N=C(C=C2C)C)C1CO (2-ethyl-6,8-dimethyl-3-hydroxymethylimidazo[1,2-b]pyridazine). Isolated yield 84.2%. As a reaction SMILES: [CH2:1]([C:3]1[N:4]=[C:5]2[C:10]([CH3:11])=[CH:9][C:8]([CH3:12])=[N:7][N:6]2[C:13]=1[C:14](OCC)=[O:15])[CH3:2].[H-].[Al+3].[Li+].[H-].[H-].[H-].CCOC(C)=O.CCCCCC>C1COCC1>[CH2:1]([C:3]1[N:4]=[C:5]2[C:10]([CH3:11])=[CH:9][C:8]([CH3:12])=[N:7][N:6]2[C:13]=1[CH2:14][OH:15])[CH3:2] |f:1.2.3.4.5.6,7.8|. Procedure details: To a solution of 2.702 g (10.9 mmol) of the product of Step A dissolved in 21 mL of anhydrous THF was added 6.0 mL of a 1.0M solution of lithium aluminum hydride in THF at 0° C., and the reaction mixture was stirred under a nitrogen atmosphere. After 1 hour TLC analysis (75% EtOAc-hexane) indicated complete reduction of the ester, and the reaction mixture was quenched by stepwise addition of 0.23 mL water, 0.23 mL of 15% sodium hydroxide solution, and finally 0.69 mL of water. The reaction mixtu...